The task is: describe an organic reaction: reactants, conditions, products, and yield. This data is from the Open Reaction Database (ORD), a public repository of structured organic reaction records. Yields the product C(#N)C1=CC=C(O1)S(=O)(=O)NC1=NC(=NC(=C1)O[C@@H](COC(C1=CC=CC=C1)(C1=CC=CC=C1)C1=CC=CC=C1)C)SCC1=C(C(=CC=C1)F)F (5-cyano-N-{2-[(2,3-difluorobenzyl)thio]-6-[(1R)-1-methyl-2-(triphenylmethyloxy)ethoxy]pyrimidin-4-yl}furan-2-sulfonamide). Procedure details: The subtitle compound was prepared from 5-cyanofuran-2-sulfonamide (the product of step i) (0.29 g) and 4-chloro-2-[[(2,3-difluorophenyl)methyl]thio]-6-[(1R)-1-methyl-2-(triphenylmethoxy)ethoxy]-pyrimidine (the product of Example 13, step (0.15 g) according to the procedure outlined in Example 1, step iv). Purification was by column chromatography on silica gel using EtOAc/isohexane (1:4 to 2:3 gradient) to give the subtitle compound as a pale yellow solid. Yield: 0.25 g Starting materials: C(#N)C1=CC=C(O1)S(=O)(=O)N (5-cyanofuran-2-sulfonamide), C(#N)C1=CC=C(O1)S(=O)(=O)N (5-cyanofuran-2-sulfonamide), ClC1=NC(=NC(=C1)O[C@@H](COC(C1=CC=CC=C1)(C1=CC=CC=C1)C1=CC=CC=C1)C)SCC1=C(C(=CC=C1)F)F (4-chloro-2-[[(2,3-difluorophenyl)methyl]thio]-6-[(1R)-1-methyl-2-(triphenylmethoxy)ethoxy]-pyrimidine), FC1=C(C=CC=C1F)CSC1=NC(=CC(=N1)NS(=O)(=O)C1=CC=NC=C1)O[C@@H](CO)C (N-[2-[[(2,3-difluorophenyl)methyl]thio]-6-[(1R)-2-hydroxy-1-methylethoxy]-4-pyrimidinyl]-4-pyridinesulfonamide). Reaction SMILES: [C:1]([C:3]1[O:7][C:6]([S:8]([NH2:11])(=[O:10])=[O:9])=[CH:5][CH:4]=1)#[N:2].Cl[C:13]1[CH:18]=[C:17]([O:19][C@H:20]([CH3:42])[CH2:21][O:22][C:23]([C:36]2[CH:41]=[CH:40][CH:39]=[CH:38][CH:37]=2)([C:30]2[CH:35]=[CH:34][CH:33]=[CH:32][CH:31]=2)[C:24]2[CH:29]=[CH:28][CH:27]=[CH:26][CH:25]=2)[N:16]=[C:15]([S:43][CH2:44][C:45]2[CH:50]=[CH:49][CH:48]=[C:47]([F:51])[C:46]=2[F:52])[N:14]=1.FC1C(F)=CC=CC=1CSC1N=C(NS(C2C=CN=CC=2)(=O)=O)C=C(O[C@H](C)CO)N=1>>[C:1]([C:3]1[O:7][C:6]([S:8]([NH:11][C:13]2[CH:18]=[C:17]([O:19][C@H:20]([CH3:42])[CH2:21][O:22][C:23]([C:36]3[CH:37]=[CH:38][CH:39]=[CH:40][CH:41]=3)([C:30]3[CH:35]=[CH:34][CH:33]=[CH:32][CH:31]=3)[C:24]3[CH:25]=[CH:26][CH:27]=[CH:28][CH:29]=3)[N:16]=[C:15]([S:43][CH2:44][C:45]3[CH:50]=[CH:49][CH:48]=[C:47]([F:51])[C:46]=3[F:52])[N:14]=2)(=[O:10])=[O:9])=[CH:5][CH:4]=1)#[N:2]. Reactants: ClC1=C(C=NC=C1C1=CC(=C(C=C1)C#N)Cl)C(N(S(=O)(=O)C)C)C1CC1 (N-((4-chloro-5-(3-chloro-4-cyanophenyl)pyridin-3-yl)(cyclopropyl)methyl)-N-methylmethanesulfonamide), CC(C)(C)[O-].[K+] (KOtBu). The solvent is C1CCOC1 (THF), CS(=O)C (DMSO), C1CCOC1 (THF). Run at temperature 65 celsius. Yields the product ClC1=C(C#N)C=CC(=C1)C=1C=NC=C2C(N(S(CC12)(=O)=O)C)C1CC1 (2-chloro-4-(4-cyclopropyl-3-methyl-2,2-dioxo-1,2,3,4-tetrahydro-2-thia-3,6-diaza-naphthalen-8-yl)-benzonitrile). Reaction SMILES: Cl[C:2]1[C:7]([C:8]2[CH:13]=[CH:12][C:11]([C:14]#[N:15])=[C:10]([Cl:16])[CH:9]=2)=[CH:6][N:5]=[CH:4][C:3]=1[CH:17]([CH:24]1[CH2:26][CH2:25]1)[N:18]([CH3:23])[S:19]([CH3:22])(=[O:21])=[O:20].CC([O-])(C)C.[K+]>C1COCC1.CS(C)=O>[Cl:16][C:10]1[CH:9]=[C:8]([C:7]2[CH:6]=[N:5][CH:4]=[C:3]3[C:2]=2[CH2:22][S:19](=[O:21])(=[O:20])[N:18]([CH3:23])[CH:17]3[CH:24]2[CH2:26][CH2:25]2)[CH:13]=[CH:12][C:11]=1[C:14]#[N:15] |f:1.2|. Reported procedure: To a solution of N-((4-chloro-5-(3-chloro-4-cyanophenyl)pyridin-3-yl)(cyclopropyl)methyl)-N-methylmethanesulfonamide (51 mg, 0.124 mmol) in THF (10 mL) and DMSO (0.1 mL) was added 1M KOtBu in THF (0.37 mL, 0.37 mmol), and the mixture was heated to 65° C. for 10 min under microwave irradiation. The mixture was quenched with MeOH (2 mL) and concentrated. The residue was purified by Xbridge C18 eluting with 20-100% ACN-water to give 2-chloro-4-(4-cyclopropyl-3-methyl-2,2-dioxo-1,2,3,4-tetrahydro-2-... Starting materials: 1A, NC1=CC(=C(C(=O)NCCN(CC)CC)C=C1Cl)OC (4-amino-5-chloro-N-[2-(diethylamino)ethyl]-2-methoxybenzamide), NC1=CC(=C(C(=O)NCCN(C)C)C=C1Cl)OC (4-amino-5-chloro-N-[2-(dimethylamino)ethyl]-2-methoxybenzamide). The product is NC1=CC(=C(C(=O)NCCN(C)C)C=C1Cl)O (4-Amino-5-chloro-N-[2-(dimethylamino)ethyl]-2-hydroxybenzamide). Yield: 89.0%. Reaction SMILES: [NH2:1][C:2]1[C:17]([Cl:18])=[CH:16][C:5]([C:6]([NH:8][CH2:9][CH2:10][N:11]([CH2:14]C)[CH2:12]C)=[O:7])=[C:4]([O:19]C)[CH:3]=1.NC1C(Cl)=CC(C(NCCN(C)C)=O)=C(OC)C=1>>[NH2:1][C:2]1[C:17]([Cl:18])=[CH:16][C:5]([C:6]([NH:8][CH2:9][CH2:10][N:11]([CH3:14])[CH3:12])=[O:7])=[C:4]([OH:19])[CH:3]=1. Procedure details: The general procedure of Preparation 1A was repeated except that the 4-amino-5-chloro-N-[2-(diethylamino)ethyl]-2-methoxybenzamide utilized therein was replaced by 4-amino-5-chloro-N-[2-(dimethylamino)ethyl]-2-methoxybenzamide (prepared according to U.K. Pat. No. 1,793,771). The solvent (DMF) was removed in vacuo, and the residue treated with water and methylene chloride saturated with carbon dioxide, concentrated, and the crude product isolated in 89% yield by extraction with ethanol. A sample ... The reactants are ClC1=C(C=O)C=CC=C1Cl (2,3-dichlorobenzaldehyde), ice water, CC(C)([O-])C.[K+] (potassium-t-butoxide), C(C1=CC=CC=C1)S (benzylmercaptan). The solvent is CN(C=O)C (N,N-dimethylformamide), CN(C=O)C (dimethylformamide). Reaction conditions: temperature 25 celsius, time 1.5 hour. The product is ClC=1C(=C(C=O)C=CC1)SCC1=CC=CC=C1 (3-Chloro-2-[(phenylmethyl)thio]benzaldehyde). Isolated yield 76.5%. Reaction SMILES: CC(C)([O-])C.[K+].[CH2:7]([SH:14])[C:8]1[CH:13]=[CH:12][CH:11]=[CH:10][CH:9]=1.Cl[C:16]1[C:23]([Cl:24])=[CH:22][CH:21]=[CH:20][C:17]=1[CH:18]=[O:19]>CN(C)C=O>[Cl:24][C:23]1[C:16]([S:14][CH2:7][C:8]2[CH:13]=[CH:12][CH:11]=[CH:10][CH:9]=2)=[C:17]([CH:20]=[CH:21][CH:22]=1)[CH:18]=[O:19] |f:0.1|. Procedure details: To a suspension of 112.1 g of potassium-t-butoxide in 1000 mL of dimethylformamide under a nitrogen atmosphere, 124.3 g of benzylmercaptan was added dropwise while maintaining the reaction temperature at 20°-25° C. with an ice-water bath. After stirring at 25° C. for 1.5 hours, a solution of 175 g of 2,3-dichlorobenzaldehyde dissolved in 750 mL of N,N-dimethylformamide was added dropwise, while maintaining the reaction temperature at 25°-40° with a water bath. After stirring at 25° C. for 12 hou... Procedure: The title compound was prepared from N-[5-chloro-2-(1H-tetraazol-1-yl)benzyl]-L-prolinamide (hydrochloride salt, Example 26, Step B, 55 mg, 0.16mmol) and (2R)-hydroxy-3,3-dimethylbutyric acid (22 mg, 0.16 mmol) essentially according to the EDC coupling procedure described in Example 27, Step C (without the deprotection step). The mixture was stirred for 18 h at ambient temperature and was then concentrated in vacuo. The residue was purified directly by semi-preparative HPLC using a Waters Xterra... RXN SMILES: [Cl:1][C:2]1[CH:3]=[CH:4][C:5]([N:17]2[CH:21]=[N:20][N:19]=[N:18]2)=[C:6]([CH:16]=1)[CH2:7][NH:8][C:9](=[O:15])[C@@H:10]1[CH2:14][CH2:13][CH2:12][NH:11]1.[OH:22][C@H:23]([C:27]([CH3:30])([CH3:29])[CH3:28])[C:24](O)=[O:25]>C(Cl)CCl>[Cl:1][C:2]1[CH:3]=[CH:4][C:5]([N:17]2[CH:21]=[N:20][N:19]=[N:18]2)=[C:6]([CH:16]=1)[CH2:7][NH:8][C:9](=[O:15])[C@@H:10]1[CH2:14][CH2:13][CH2:12][N:11]1[C:24](=[O:25])[C@H:23]([OH:22])[C:27]([CH3:30])([CH3:29])[CH3:28]. The yield is 92.1%. Yields the product ClC=1C=CC(=C(CNC([C@H]2N(CCC2)C([C@@H](C(C)(C)C)O)=O)=O)C1)N1N=NN=C1 (N-[5-chloro-2-(1H-tetraazol-1-yl)benzyl]-1-[(2R)-2-hydroxy-3,3-dimethylbutanoyl]-L-prolinamide). Starting materials: ClC=1C=CC(=C(CNC([C@H]2NCCC2)=O)C1)N1N=NN=C1 (N-[5-chloro-2-(1H-tetraazol-1-yl)benzyl]-L-prolinamide), O[C@@H](C(=O)O)C(C)(C)C ((2R)-hydroxy-3,3-dimethylbutyric acid). The solvent is C(CCl)Cl (EDC). Conditions: time 18 hour. Reactants: OC(C=C)C#CC(C)(C)C (3-hydroxy-6,6-dimethyl-hept-1-ene-4-yne), S(=O)(Cl)Cl (thionyl chloride). The reagents and catalysts are CN(C=O)C (N,N-dimethylformamide). Run in CCCCCC (hexane). Yields the product ClCC=CC#CC(C)(C)C (1-chloro-6,6-dimethylhept-2-ene-4-yne). Yield: 88.7%. Reaction SMILES: O[CH:2]([C:5]#[C:6][C:7]([CH3:10])([CH3:9])[CH3:8])[CH:3]=[CH2:4].S(Cl)([Cl:13])=O>CCCCCC.CN(C)C=O>[Cl:13][CH2:4][CH:3]=[CH:2][C:5]#[C:6][C:7]([CH3:10])([CH3:9])[CH3:8]. Procedure details: Ten grams (0.072 mole) of 3-hydroxy-6,6-dimethyl-hept-1-ene-4-yne was dissolved in 100 ml of hexane, and to the resulting solution were added 50 mg (6.8×10-4 mole) of N,N-dimethylformamide and 12.80 g (0.108 mole) of thionyl chloride. The mixture was reacted overnight at room temperature with stirring with a hydrogen chloride gas trap mounted on the reactor. The reaction mixture was concentrated under reduced pressure to obtain 10 g of a crude 1-chloro-6,6-dimethylhept-2-ene-4-yne.